Dataset: the Open Reaction Database (ORD), a public repository of structured organic reaction records. Task: describe an organic reaction: reactants, conditions, products, and yield Reactants: C(C)OC(=O)[C@H](CSCCCCC)N[C@@H](C)C(=O)O (N-[(R)-1-ethoxycarbonyl-2-pentylthioethyl]-alanine), Cl (hydrochloride), C(C)(C)(C)OC([C@H]1N(CCC1)C([C@H]1NCCC1)=O)=O ((S)-prolyl-(S)-proline t-butyl ester). Yields the product C(C)(C)(C)OC([C@H]1N(CCC1)C([C@H]1N(CCC1)C([C@@H](N[C@@H](CSCCCCC)C(=O)OCC)C)=O)=O)=O (N-[(R)-1-ethoxycarbonyl-2pentylthioethyl]-alanyl-(S)-prolyl-(S)-proline t-butyl ester). Reaction SMILES: [CH2:1]([O:3][C:4]([C@@H:6]([NH:14][C@H:15]([C:17]([OH:19])=O)[CH3:16])[CH2:7][S:8][CH2:9][CH2:10][CH2:11][CH2:12][CH3:13])=[O:5])[CH3:2].Cl.[C:21]([O:25][C:26](=[O:39])[C@@H:27]1[CH2:31][CH2:30][CH2:29][N:28]1[C:32](=[O:38])[C@@H:33]1[CH2:37][CH2:36][CH2:35][NH:34]1)([CH3:24])([CH3:23])[CH3:22]>>[C:21]([O:25][C:26](=[O:39])[C@@H:27]1[CH2:31][CH2:30][CH2:29][N:28]1[C:32](=[O:38])[C@@H:33]1[CH2:37][CH2:36][CH2:35][N:34]1[C:17](=[O:19])[C@H:15]([CH3:16])[NH:14][C@H:6]([C:4]([O:3][CH2:1][CH3:2])=[O:5])[CH2:7][S:8][CH2:9][CH2:10][CH2:11][CH2:12][CH3:13])([CH3:24])([CH3:22])[CH3:23]. Procedure details: Following the general procedure of Example 27, the title compound was prepared as a colorless oil from 700 mg of the β-isomer of N-[(R)-1-ethoxycarbonyl-2-pentylthioethyl]-alanine prepared in Reference Example 30 and 730 mg of the hydrochloride of (S)-prolyl-(S)-proline t-butyl ester prepared in Reference Example 28. Yield 930 mg. Starting materials: COC(=O)c1ccc2c(Br)nn(-c3ccc(C)cc3)c2c1, O=C([O-])[O-], CN(C)C=O, Cl[Cu], [Cs+], [Cs+], OB(O)c1c(F)cccc1F, CC(=O)[O-], CC(=O)[O-], [Pd+2]. Yields the product COC(=O)c1ccc2c(-c3c(F)cccc3F)nn(-c3ccc(C)cc3)c2c1. Reaction SMILES: [Br:1][c:2]1[n:3][n:4](-[c:15]2[cH:16][cH:17][c:18]([CH3:21])[cH:19][cH:20]2)[c:5]2[cH:6][c:7]([C:11](=[O:12])[O:13][CH3:14])[cH:8][cH:9][c:10]12.[C:33](=[O:34])([O-:35])[O-:36].[CH3:50][N:51]([CH3:52])[CH:53]=[O:54].[Cl:39][Cu:40].[Cs+:37].[Cs+:38].[F:22][c:23]1[c:24]([B:30]([OH:31])[OH:32])[c:25]([F:29])[cH:26][cH:27][cH:28]1.[O-:42][C:43]([CH3:44])=[O:45].[O-:46][C:47]([CH3:48])=[O:49].[Pd+2:41]>>[c:2]1(-[c:24]2[c:23]([F:22])[cH:28][cH:27][cH:26][c:25]2[F:29])[n:3][n:4](-[c:15]2[cH:16][cH:17][c:18]([CH3:21])[cH:19][cH:20]2)[c:5]2[cH:6][c:7]([C:11](=[O:12])[O:13][CH3:14])[cH:8][cH:9][c:10]12. Reactants: CC(C)(C)N, Cl, c1ccc(-n2nnnc2OCC2CO2)cc1, c1ccccc1. Product: Cl, CC(C)(C)NCC(O)COc1nnnn1-c1ccccc1. RXN SMILES: [C:17]([CH3:18])([CH3:19])([CH3:20])[NH2:21].[ClH:22].[O:1]1[CH:2]([CH2:3][O:4][c:5]2[n:6][n:7][n:8][n:9]2-[c:10]2[cH:11][cH:12][cH:13][cH:14][cH:15]2)[CH2:16]1.[cH:23]1[cH:24][cH:25][cH:26][cH:27][cH:28]1>>[ClH:22].[OH:1][CH:2]([CH2:3][O:4][c:5]1[n:6][n:7][n:8][n:9]1-[c:10]1[cH:11][cH:12][cH:13][cH:14][cH:15]1)[CH2:16][NH:21][C:17]([CH3:18])([CH3:19])[CH3:20]. Yields the product Cn1ccc(B2OC(C)(C)C(C)(C)O2)n1. Starting materials: C1CCOC1, CC1(C)OB(c2cc[nH]n2)OC1(C)C, CC(C)(C)[O-], CI, CCOC(C)=O, [K+], CN(C)C=O. RXN SMILES: [CH2:7]1[O:8][CH2:9][CH2:10][CH2:11]1.[CH3:12][C:13]1([CH3:25])[O:14][B:15]([c:20]2[n:21][nH:22][cH:23][cH:24]2)[O:16][C:17]1([CH3:18])[CH3:19].[CH3:1][C:2]([CH3:3])([O-:4])[CH3:5].[CH3:26][I:27].[CH3:33][CH2:34][O:35][C:36](=[O:37])[CH3:38].[K+:6].[O:28]=[CH:29][N:30]([CH3:31])[CH3:32]>>[CH3:1][n:22]1[n:21][c:20]([B:15]2[O:14][C:13]([CH3:12])([CH3:25])[C:17]([CH3:18])([CH3:19])[O:16]2)[cH:24][cH:23]1. Reactants: ClC1=NC(=CC=C1)Cl (2,6-dichloropyridine), C(=O)([O-])[O-].[K+].[K+] (K2CO3), CN1CCNCC1 (N-methyl piperazine), ice water. The solvent is CS(=O)C (DMSO). Reaction conditions: temperature 80 celsius, time 4 hour. The product is Cl.ClC1=CC=CC(=N1)N1CCN(CC1)C (6-chloro-2-(4-methylpiperazinyl)pyridine hydrochloride). As a reaction SMILES: [Cl:1][C:2]1[CH:7]=[CH:6][CH:5]=[C:4]([Cl:8])[N:3]=1.C([O-])([O-])=O.[K+].[K+].[CH3:15][N:16]1[CH2:21][CH2:20][NH:19][CH2:18][CH2:17]1>CS(C)=O>[ClH:1].[Cl:8][C:4]1[N:3]=[C:2]([N:19]2[CH2:20][CH2:21][N:16]([CH3:15])[CH2:17][CH2:18]2)[CH:7]=[CH:6][CH:5]=1 |f:1.2.3,6.7|. Reported procedure: To a solution of 7.5 g (0.05 mol) of 2,6-dichloropyridine in 70 ml of DMSO, 6.9 g (0.05 tool) of anhydrous K2CO3 and 5.5 ml (0.05 tool) of N-methyl piperazine are added. The mixture is stirred at 80° C. for 4 hours, then poured into ice/water and extracted with ethyl acetate, dried over Na2SO4 , filtered and the solvent is evaporated off. The residue is dissolved in 30 ml of hydrogen chloride saturated isopropanol. The precipitate is collected by filtration and recrystallized from isopropanol to... Starting materials: ClCCCCC(C1=CC=C(C=C1)F)C1=NC(=NN1)NC1=CC(=C(C=C1)N1N=C(N=C1)C)F (5-(5-chloro-1-(4-fluorophenyl)pentyl)-N-(3-fluoro-4-(3-methyl-1H-1,2,4-triazol-1-yl)phenyl)-1H-1,2,4-triazol-3-amine), [I-].[Na+] (sodium iodide). Solvent: CC(=O)C (acetone). Reaction conditions: time 30 minute. Product: FC=1C=C(C=CC1N1N=C(N=C1)C)NC1=NN2C(C(CCCC2)C2=CC=C(C=C2)F)=N1 (N-(3-fluoro-4-(3-methyl-1H-1,2,4-triazol-1-yl)phenyl)-9-(4-fluorophenyl)-6,7,8,9-tetrahydro-5H-[1,2,4]triazolo[1,5-a]azepin-2-amine). Isolated yield 44.8%. Reaction SMILES: Cl[CH2:2][CH2:3][CH2:4][CH2:5][CH:6]([C:14]1[NH:18][N:17]=[C:16]([NH:19][C:20]2[CH:25]=[CH:24][C:23]([N:26]3[CH:30]=[N:29][C:28]([CH3:31])=[N:27]3)=[C:22]([F:32])[CH:21]=2)[N:15]=1)[C:7]1[CH:12]=[CH:11][C:10]([F:13])=[CH:9][CH:8]=1.[I-].[Na+]>CC(C)=O>[F:32][C:22]1[CH:21]=[C:20]([NH:19][C:16]2[N:15]=[C:14]3[CH:6]([C:7]4[CH:12]=[CH:11][C:10]([F:13])=[CH:9][CH:8]=4)[CH2:5][CH2:4][CH2:3][CH2:2][N:18]3[N:17]=2)[CH:25]=[CH:24][C:23]=1[N:26]1[CH:30]=[N:29][C:28]([CH3:31])=[N:27]1 |f:1.2|. Reported procedure: A solution of 5-(5-chloro-1-(4-fluorophenyl)pentyl)-N-(3-fluoro-4-(3-methyl-1H-1,2,4-triazol-1-yl)phenyl)-1H-1,2,4-triazol-3-amine (1.75 g, 3.81 mmol), sodium iodide (2.86 g, 19.1 mmol), and diisoproplylethylamine (3.33 mL, 19.1 mmol) in acetone (50 mL) was heated in a sealed vessel at 100° C. for 4 h. The reaction was concentrated in vacuo. Water (250 mL) was added and the mixture was extracted with EtOAc (2×250 mL). The combined organic layers were washed with brine (50 mL), dried (MgSO4), fil... Yield: 61.8%. Solvent: ClCCl (dichloromethane), ClCCl (dichloromethane). Reported procedure: To a suspension of 50.0 g (110 mmol) 3-hydroxybenzaldehyde and 100 g (725 mmol) dry K2CO3 in 100 mL dry DMF, 61.5 g (500 mmol) isopropylbromide was added at room temperature. The reaction mixture was heated for 17 h at 90° C. The solvent was removed under reduced pressure and the residue was partitioned between 2N NaOH and toluene. The collected organic layers were dried (MgSO4), filtered and the solvent removed under pressure. The residue was distilled in vacuo to give 58.8 g (88%) colorless li... Starting materials: BrBr (bromine), C(C)(C)OC=1C=C(C=O)C=CC1 (3-isopropoxybenzaldehyde). Reaction SMILES: [CH:1]([O:4][C:5]1[CH:6]=[C:7]([CH:10]=[CH:11][CH:12]=1)[CH:8]=[O:9])([CH3:3])[CH3:2].[Br:13]Br>ClCCl>[Br:13][C:10]1[CH:11]=[CH:12][C:5]([O:4][CH:1]([CH3:3])[CH3:2])=[CH:6][C:7]=1[CH:8]=[O:9]. Yields the product BrC1=C(C=O)C=C(C=C1)OC(C)C (2-Bromo-5-isopropoxy-benzaldehyde). Run at time 8 hour.